From a dataset of the Open Reaction Database (ORD), a public repository of structured organic reaction records. describe an organic reaction: reactants, conditions, products, and yield Starting materials: C(=O)(C(F)(F)F)O (TFA), N1CCC(CC1)N1C2=CC=CC=C2OC=2C=C(C=CC12)C1=NN=NN1 (10-piperidin-4-yl-3-(1H-tetrazol-5-yl)-10H-phenoxazine), N1CCC(CC1)N1C2=CC=CC=C2OC=2C=C(C=CC12)C1=NN=NN1 (10-Piperidin-4-yl-3-(1H-tetrazol-5-yl)-10H-phenoxazine), N1C(=NC=C1)C=O (1H-imidazole-2-carboxaldehyde), C(C)(=O)O[BH-](OC(C)=O)OC(C)=O.C[N+](C)(C)C (tetramethylammonium triacetoxyborohydride). Run in ClC(C)Cl (dichloroethane). Conditions: temperature 80 celsius. The product is N1C(=NC=C1)CN1CCC(CC1)N1C2=CC=CC=C2OC=2C=C(C=CC12)C1=NN=NN1 (10-[1-(1H-imidazol-2-ylmethyl)-piperidin-4-yl]-3-(1H-tetrazol-5-yl)-10H-phenoxazine). Isolated yield 6.5%. Reaction SMILES: C(O)(C(F)(F)F)=O.[NH:8]1[CH2:13][CH2:12][CH:11]([N:14]2[C:27]3[CH:26]=[CH:25][C:24]([C:28]4[NH:32][N:31]=[N:30][N:29]=4)=[CH:23][C:22]=3[O:21][C:20]3[C:15]2=[CH:16][CH:17]=[CH:18][CH:19]=3)[CH2:10][CH2:9]1.[NH:33]1[CH:37]=[CH:36][N:35]=[C:34]1[CH:38]=O.C(O[BH-](OC(=O)C)OC(=O)C)(=O)C.C[N+](C)(C)C>ClC(Cl)C>[NH:33]1[CH:37]=[CH:36][N:35]=[C:34]1[CH2:38][N:8]1[CH2:13][CH2:12][CH:11]([N:14]2[C:27]3[CH:26]=[CH:25][C:24]([C:28]4[NH:32][N:31]=[N:30][N:29]=4)=[CH:23][C:22]=3[O:21][C:20]3[C:15]2=[CH:16][CH:17]=[CH:18][CH:19]=3)[CH2:10][CH2:9]1 |f:3.4|. Reported procedure: To a solution of the TFA salt of 10-piperidin-4-yl-3-(1H-tetrazol-5-yl)-10H-phenoxazine, 6a (40.7 mg; 0.091 mmol) and 1H-imidazole-2-carboxaldehyde (35 mg; 0.36 mmol) in dichloroethane (5 mL) was added tetramethylammonium triacetoxyborohydride (36 mg; 0.14 mmol). The mixture was heated to 80° C. for 15 hr in a sealed tube. The mixture was allowed to cool to rt, and the solvent was removed via evaporation. The residue was purified via reverse phase HPLC (eluent gradient: 15 to 40% acetonitrile in... Procedure details: To a solution of 2-(methylthio)-4-(propylamino)pyrimidine-5-carboxylic acid ethyl ester (A1, 9.0 g) in N-methylpyrrolidone (88 mL), meta-chloroperbenzoic acid (70 to 75% wt, 10.8 g) was added portionwise under ice cooling, and the mixture was stirred at room temperature for 45 minutes. To the reaction mixture, meta-chloroperbenzoic acid (70 to 75% wt, 2.5 g) was added at room temperature, and the mixture was stirred at the same temperature for 3 hours. To the reaction mixture, saturated aqueous ... As a reaction SMILES: [CH2:1]([O:3][C:4]([C:6]1[C:7]([NH:14][CH2:15][CH2:16][CH3:17])=[N:8][C:9](SC)=[N:10][CH:11]=1)=[O:5])[CH3:2].C(=O)([O-])O.[Na+].C(O[CH2:27][CH3:28])(=O)C>CN1CCCC1=O.ClC1C=CC=C(C(OO)=O)C=1>[CH2:1]([O:3][C:4]([C:6]1[C:7]([NH:14][CH2:15][CH2:16][CH3:17])=[N:8][C:9]([NH:14][CH2:15][CH2:16][C:28]2[CH:27]=[CH:9][N:8]=[CH:7][CH:6]=2)=[N:10][CH:11]=1)=[O:5])[CH3:2] |f:1.2|. Starting materials: C(O)([O-])=O.[Na+] (sodium hydrogencarbonate), C(C)(=O)OCC (ethyl acetate), C(C)OC(=O)C=1C(=NC(=NC1)SC)NCCC (2-(methylthio)-4-(propylamino)pyrimidine-5-carboxylic acid ethyl ester). Product: C(C)OC(=O)C=1C(=NC(=NC1)NCCC1=CC=NC=C1)NCCC (4-(propylamino)-2-((2-(pyridin-4-yl)ethyl)amino)pyrimidine-5-carboxylic acid ethyl ester). Solvent: CN1C(CCC1)=O (N-methylpyrrolidone), ClC1=CC(=CC=C1)C(=O)OO (meta-chloroperbenzoic acid), ClC1=CC(=CC=C1)C(=O)OO (meta-chloroperbenzoic acid). Conditions: time 45 minute. Isolated yield 63.4%. RXN SMILES: [Br:1][C:2]1[CH:3]=[C:4]([CH:9]2[C:22]3[C:21](=O)[CH2:20][CH2:19][CH2:18][C:17]=3[NH:16][C:15]3[CH2:14][CH2:13][CH2:12][C:11](=[O:24])[C:10]2=3)[CH:5]=[CH:6][C:7]=1[F:8].[BH4-].[Na+].C(O)C>N1C=CC=CC=1>[Br:1][C:2]1[CH:3]=[C:4]([CH:9]2[C:10]3[C:11](=[O:24])[CH2:12][CH2:13][CH2:14][C:15]=3[NH:16][C:17]3[CH2:18][CH2:19][CH2:20][CH2:21][C:22]2=3)[CH:5]=[CH:6][C:7]=1[F:8] |f:1.2|. Run at temperature 70 celsius. The solvent is N1=CC=CC=C1 (pyridine). The product is BrC=1C=C(C=CC1F)C1C=2CCCCC2NC=2CCCC(C12)=O (9-(3-Bromo-4-fluorophenyl)-3,4,5,6,7,8,9,10-octahydro-1(2H)-acridinone). Procedure: A mixture of 9-(3-bromo-4-fluorophenyl)-3,4,6,7,9,10-hexahydro-1,8(2H,5H)-acridinedione (1.8 g), sodium borohydride (1.74 g), ethanol (40 mL) and pyridine (14 mL) was heated at 70° C. for three and one half hours. The solvent was removed, the residue partitioned between water and ethyl acetate, the organic layer dried and the solvent removed. Chromatography (methylene chloride/ethyl acetate; 7/3) gave the title compound (1.1 g), as a yellow solid, mp 254°-257° C.; NMR: 1.41-1.51 (m,3, CH2), 1.60... The reactants are BrC=1C=C(C=CC1F)C1C=2C(CCCC2NC=2CCCC(C12)=O)=O (9-(3-bromo-4-fluorophenyl)-3,4,6,7,9,10-hexahydro-1,8(2H,5H)-acridinedione), [BH4-].[Na+] (sodium borohydride), C(C)O (ethanol). Reactants: C1CCOC1, CCCC1CCC(C2CCc3c4c(c(F)c(F)c3C2)OC(CCC)C=C4)CC1. The product is CCCC1CCC(C2CCc3c(c(F)c(F)c4c3CCC(CCC)O4)C2)CC1. As a reaction SMILES: [CH2:29]1[O:30][CH2:31][CH2:32][CH2:33]1.[F:1][c:2]1[c:3]([F:28])[c:4]2[c:5]([c:6]3[c:11]1[O:10][CH:9]([CH2:12][CH2:13][CH3:14])[CH:8]=[CH:7]3)[CH2:15][CH2:16][CH:17]([CH:19]1[CH2:20][CH2:21][CH:22]([CH2:25][CH2:26][CH3:27])[CH2:23][CH2:24]1)[CH2:18]2>>[F:1][c:2]1[c:3]([F:28])[c:4]2[c:5]([c:6]3[c:11]1[O:10][CH:9]([CH2:12][CH2:13][CH3:14])[CH2:8][CH2:7]3)[CH2:15][CH2:16][CH:17]([CH:19]1[CH2:20][CH2:21][CH:22]([CH2:25][CH2:26][CH3:27])[CH2:23][CH2:24]1)[CH2:18]2. The reactants are FC(S(=O)(=O)OS(=O)(=O)C(F)(F)F)(F)F (trifluoromethanesulfonic anhydride), CC=1C=C(C=O)C(=CC1O)C (3,6-dimethyl-4-hydroxy-benzaldehyde), N1=CC=CC=C1 (pyridine). Run in O (water). Conditions: time 3 hour. The product is FC(S(=O)(=O)OC1=C(C=C(C=C1C)C=O)C)(F)F ((2,6-dimethyl-4-formylphenyl) trifluoromethane-sulfonate). RXN SMILES: [F:1][C:2]([F:15])([F:14])[S:3]([O:6]S(C(F)(F)F)(=O)=O)(=[O:5])=[O:4].[CH3:16][C:17]1[CH:18]=[C:19]([C:22](C)=[CH:23][C:24]=1O)[CH:20]=[O:21].N1C=CC=C[CH:28]=1>O>[F:1][C:2]([F:15])([F:14])[S:3]([O:6][C:24]1[C:23]([CH3:28])=[CH:22][C:19]([CH:20]=[O:21])=[CH:18][C:17]=1[CH3:16])(=[O:5])=[O:4]. Reported procedure: 4.3 ml of trifluoromethanesulfonic anhydride were added under an inert gas atmosphere at 0° C., to a mixture of 3.0 g of 3,6-dimethyl-4-hydroxy-benzaldehyde and 20 ml of pyridine and the mixture was stirred for 3 hours at ambient temperature. Then the reaction medium was poured into ice-cooled water and after extraction with dichloromethane, and drying of the organic phase over magnesium sulfate and concentrated to dryness under reduced pressure, the residue was chromatographed on silica, elutin... The reactants are CCO, CC(=O)O, COC(=O)c1ccc(-c2ccc(OC)c(-c3ccc(C(F)(F)F)cc3CN3C(=O)OC(c4cc(C(F)(F)F)cc(C(F)(F)F)c4)C3C)c2)c(C)c1, [K+], [OH-]. Yields the product COc1ccc(-c2ccc(C(=O)O)cc2C)cc1-c1ccc(C(F)(F)F)cc1CN1C(=O)OC(c2cc(C(F)(F)F)cc(C(F)(F)F)c2)C1C. As a reaction SMILES: [CH3:54][CH2:55][OH:56].[CH3:57][C:58](=[O:59])[OH:60].[F:1][C:2]([c:3]1[cH:4][c:5]([CH:13]2[CH:14]([CH3:49])[N:15]([CH2:19][c:20]3[c:21](-[c:30]4[cH:31][c:32](-[c:38]5[c:39]([CH3:48])[cH:40][c:41]([C:44](=[O:45])[O:46][CH3:47])[cH:42][cH:43]5)[cH:33][cH:34][c:35]4[O:36][CH3:37])[cH:22][cH:23][c:24]([C:26]([F:27])([F:28])[F:29])[cH:25]3)[C:16](=[O:18])[O:17]2)[cH:6][c:7]([C:9]([F:10])([F:11])[F:12])[cH:8]1)([F:50])[F:51].[K+:53].[OH-:52]>>[F:1][C:2]([c:3]1[cH:4][c:5]([CH:13]2[CH:14]([CH3:49])[N:15]([CH2:19][c:20]3[c:21](-[c:30]4[cH:31][c:32](-[c:38]5[c:39]([CH3:48])[cH:40][c:41]([C:44](=[O:45])[OH:46])[cH:42][cH:43]5)[cH:33][cH:34][c:35]4[O:36][CH3:37])[cH:22][cH:23][c:24]([C:26]([F:27])([F:28])[F:29])[cH:25]3)[C:16](=[O:18])[O:17]2)[cH:6][c:7]([C:9]([F:10])([F:11])[F:12])[cH:8]1)([F:50])[F:51].